From a dataset of the Open Reaction Database (ORD), a public repository of structured organic reaction records. describe an organic reaction: reactants, conditions, products, and yield Reactants: BrC1=CC=C(S1)C1CC(=NN1C1=C(C=C(C=C1)F)F)C(C(F)(F)F)O (1-[5-(5-bromo-thiophen-2-yl)-1-(2,4-difluoro-phenyl)-4,5-dihydro-1H-pyrazol-3-yl]-2,2,2-trifluoro-ethanol). Run in ClCCl (dichloromethane). Conditions: time 1 hour. Yields the product BrC1=CC=C(S1)C1CC(=NN1C1=C(C=C(C=C1)F)F)C(C(F)(F)F)=O (1-[5-(5-bromo-thiophen-2-yl)-1-(2,4-difluoro-phenyl)-4,5-dihydro-1H-pyrazol-3-yl]-2,2,2-trifluoro-ethanone). Yield: 86.4%. Reaction SMILES: [Br:1][C:2]1[S:6][C:5]([CH:7]2[N:11]([C:12]3[CH:17]=[CH:16][C:15]([F:18])=[CH:14][C:13]=3[F:19])[N:10]=[C:9]([CH:20]([OH:25])[C:21]([F:24])([F:23])[F:22])[CH2:8]2)=[CH:4][CH:3]=1>ClCCl>[Br:1][C:2]1[S:6][C:5]([CH:7]2[N:11]([C:12]3[CH:17]=[CH:16][C:15]([F:18])=[CH:14][C:13]=3[F:19])[N:10]=[C:9]([C:20](=[O:25])[C:21]([F:24])([F:23])[F:22])[CH2:8]2)=[CH:4][CH:3]=1. Reported procedure: To a solution of 1-[5-(5-bromo-thiophen-2-yl)-1-(2,4-difluoro-phenyl)-4,5-dihydro-1H-pyrazol-3-yl]-2,2,2-trifluoro-ethanol (9.9 g, 22.4 mmol) prepared in Step 6 in dichloromethane (100.0 mL), was slowly added DMP (10.5 g, 24.7 mmol) at 0° C. The reaction mixture was stirred at room temperature for 1 hour, quenched with a saturated sodium thiosulfate solution, and then extracted with diethyl ether. The extract was washed with a saturated solution of sodium hydrogen carbonate, dried on anhydrous m... The product is S1C(=CC2=C1C=CC=C2)C2=C(C(=O)N)C=C(C=C2)NC(C(CC)C2=CC=CC=C2)=O (2-(1-Benzothien-2-yl)-5-[(2-phenylbutanoyl)amino]benzamide). The solvent is C(OC)COC (dimethoxyethane). The reactants are IC1=C(C(=O)N)C=C(C=C1)NC(C(CC)C1=CC=CC=C1)=O (2-Iodo-5-[(2-phenylbutanoyl)amino]benzamide), S1C(=CC2=C1C=CC=C2)B(O)O (1-benzothien-2-ylboronic acid), C([O-])([O-])=O.[Na+].[Na+] (sodium carbonate). The reagents and catalysts are Cl[Pd]([P](C1=CC=CC=C1)(C2=CC=CC=C2)C3=CC=CC=C3)([P](C4=CC=CC=C4)(C5=CC=CC=C5)C6=CC=CC=C6)Cl (bis(triphenylphosphine)palladium(II) chloride). Reaction SMILES: I[C:2]1[CH:10]=[CH:9][C:8]([NH:11][C:12](=[O:22])[CH:13]([C:16]2[CH:21]=[CH:20][CH:19]=[CH:18][CH:17]=2)[CH2:14][CH3:15])=[CH:7][C:3]=1[C:4]([NH2:6])=[O:5].[S:23]1[C:27]2[CH:28]=[CH:29][CH:30]=[CH:31][C:26]=2[CH:25]=[C:24]1B(O)O.C(=O)([O-])[O-].[Na+].[Na+]>C(COC)OC.Cl[Pd](Cl)([P](C1C=CC=CC=1)(C1C=CC=CC=1)C1C=CC=CC=1)[P](C1C=CC=CC=1)(C1C=CC=CC=1)C1C=CC=CC=1>[S:23]1[C:27]2[CH:28]=[CH:29][CH:30]=[CH:31][C:26]=2[CH:25]=[C:24]1[C:2]1[CH:10]=[CH:9][C:8]([NH:11][C:12](=[O:22])[CH:13]([C:16]2[CH:21]=[CH:20][CH:19]=[CH:18][CH:17]=2)[CH2:14][CH3:15])=[CH:7][C:3]=1[C:4]([NH2:6])=[O:5] |f:2.3.4,^1:49,68|. Procedure: A solution of 500 mg (1.23 mmol) of the compound of Example 5A, 262 mg (1.47 mmol) of 1-benzothien-2-ylboronic acid, 1.34 ml (2.70 mmol, 2M solution in water) of sodium carbonate and 42 mg (0.061 mmol) of bis(triphenylphosphine)palladium(II) chloride in 10 ml of dimethoxyethane are stirred under reflux for 3 hours. The solution is cooled to room temperature and then partitioned between 500 ml of ethyl acetate and water, and the aqueous phase is extracted twice with 200 ml of ethyl acetate. The c... The reactants are 56d, C1(=CC(=CC=C1)N1CCNCC1)C (1-m-tolyl-piperzine), COC(=O)C1N(CC(C1)=O)CC1=CC=CC=C1 (1-benzyl-4-oxo-pyrrolidine-2-carboxylic acid methyl ester), FC(C=1C=C(CNC)C=C(C1)C(F)(F)F)(F)F ((3,5-bis-trifluoromethyl-benzyl)-methyl-amine). The product is C(C1=CC=CC=C1)N1[C@@H](C[C@@H](C1)N(C)CC1=CC(=CC(=C1)C(F)(F)F)C(F)(F)F)C(=O)N1CCN(CC1)C=1C=C(C=CC1)C ({(2S,4S)-1-Benzyl-4-[(3,5-bis-trifluoromethyl-benzyl)-methyl-amino]-pyrrolidin-2-yl}-(4-m-tolyl-piperazin-1-yl)-methanone). The yield is 13.4%. As a reaction SMILES: CO[C:3]([CH:5]1[CH2:9][C:8](=O)[CH2:7][N:6]1[CH2:11][C:12]1[CH:17]=[CH:16][CH:15]=[CH:14][CH:13]=1)=[O:4].[F:18][C:19]([F:34])([F:33])[C:20]1[CH:21]=[C:22]([CH:26]=[C:27]([C:29]([F:32])([F:31])[F:30])[CH:28]=1)[CH2:23][NH:24][CH3:25].[C:35]1([CH3:47])[CH:40]=[CH:39][CH:38]=[C:37]([N:41]2[CH2:46][CH2:45][NH:44][CH2:43][CH2:42]2)[CH:36]=1>>[CH2:11]([N:6]1[CH2:7][C@@H:8]([N:24]([CH2:23][C:22]2[CH:21]=[C:20]([C:19]([F:33])([F:34])[F:18])[CH:28]=[C:27]([C:29]([F:32])([F:31])[F:30])[CH:26]=2)[CH3:25])[CH2:9][C@H:5]1[C:3]([N:44]1[CH2:45][CH2:46][N:41]([C:37]2[CH:36]=[C:35]([CH3:47])[CH:40]=[CH:39][CH:38]=2)[CH2:42][CH2:43]1)=[O:4])[C:12]1[CH:17]=[CH:16][CH:15]=[CH:14][CH:13]=1. Procedure details: As described for Example 56b and 56d, 1-benzyl-4-oxo-pyrrolidine-2-carboxylic acid methyl ester (100 mg, 0.428 mmol) was converted, using (3,5-bis-trifluoromethyl-benzyl)-methyl-amine instead of 3,5-bis-trifluoromethyl-benzylamine, and using 1-m-tolyl-piperzine instead of 1-(3-trifluoromethyl-phenyl)-piperazine, to the title compound (12.1 mg, 13.4%) as light yellow oil. MS m/e=619.4[M+H]+.